Dataset: the Open Reaction Database (ORD), a public repository of structured organic reaction records. Task: describe an organic reaction: reactants, conditions, products, and yield Starting materials: C=CCOC1CC(C=C(C)C2OC(=O)C3CCCCN3C(=O)C(=O)C3(O)OC(C(OC)CC(C)CC(C)=CC(CC)C(=O)CC(O[Si](C)(C)C(C)(C)C)C2C)C(OC)CC3C)CCC1O, ClCCl, CCOC(C)=O, CN(C)c1ccncc1, CCN(C(C)C)C(C)C, O=[N+]([O-])c1ccccc1S(=O)(=O)Cl. Product: C=CCOC1CC(C=C(C)C2OC(=O)C3CCCCN3C(=O)C(=O)C3(O)OC(C(OC)CC(C)CC(C)=CC(CC)C(=O)CC(O[Si](C)(C)C(C)(C)C)C2C)C(OC)CC3C)CCC1OS(=O)(=O)c1ccccc1[N+](=O)[O-]. As a reaction SMILES: [CH2:1]([CH3:2])[CH:3]1[C:4](=[O:65])[CH2:5][CH:6]([O:57][Si:58]([CH3:59])([CH3:60])[C:61]([CH3:62])([CH3:63])[CH3:64])[CH:7]([CH3:56])[CH:8]([C:42](=[CH:43][CH:44]2[CH2:45][CH:46]([O:51][CH2:52][CH:53]=[CH2:54])[CH:47]([OH:50])[CH2:48][CH2:49]2)[CH3:55])[O:9][C:10](=[O:41])[CH:11]2[CH2:12][CH2:13][CH2:14][CH2:15][N:16]2[C:17](=[O:40])[C:18](=[O:39])[C:19]2([OH:38])[CH:20]([CH3:37])[CH2:21][CH:22]([O:35][CH3:36])[CH:23]([CH:24]([O:32][CH3:33])[CH2:25][CH:26]([CH3:31])[CH2:27][C:28]([CH3:30])=[CH:29]1)[O:34]2.[CH2:88]([Cl:89])[Cl:90].[CH3:100][CH2:101][O:102][C:103](=[O:104])[CH3:105].[CH3:91][N:92]([CH3:93])[c:94]1[cH:95][cH:96][n:97][cH:98][cH:99]1.[CH:66]([N:67]([CH:68]([CH3:69])[CH3:70])[CH2:71][CH3:72])([CH3:73])[CH3:74].[N+:75](=[O:76])([O-:77])[c:78]1[c:79]([S:84](=[O:85])(=[O:86])[Cl:87])[cH:80][cH:81][cH:82][cH:83]1>>[CH2:1]([CH3:2])[CH:3]1[C:4](=[O:65])[CH2:5][CH:6]([O:57][Si:58]([CH3:59])([CH3:60])[C:61]([CH3:62])([CH3:63])[CH3:64])[CH:7]([CH3:56])[CH:8]([C:42](=[CH:43][CH:44]2[CH2:45][CH:46]([O:51][CH2:52][CH:53]=[CH2:54])[CH:47]([O:50][S:84]([c:79]3[c:78]([N+:75](=[O:76])[O-:77])[cH:83][cH:82][cH:81][cH:80]3)(=[O:85])=[O:86])[CH2:48][CH2:49]2)[CH3:55])[O:9][C:10](=[O:41])[CH:11]2[CH2:12][CH2:13][CH2:14][CH2:15][N:16]2[C:17](=[O:40])[C:18](=[O:39])[C:19]2([OH:38])[CH:20]([CH3:37])[CH2:21][CH:22]([O:35][CH3:36])[CH:23]([CH:24]([O:32][CH3:33])[CH2:25][CH:26]([CH3:31])[CH2:27][C:28]([CH3:30])=[CH:29]1)[O:34]2.